From a dataset of the Open Reaction Database (ORD), a public repository of structured organic reaction records. describe an organic reaction: reactants, conditions, products, and yield Reactants: O (water), ClC=1C=CC(=C(C(=O)C2=C(C=CC=C2)Cl)C1)NS(=O)(=O)C1=CC=C(C)C=C1 (5,2'-dichloro-2-tosylaminobenzophenone), CN(C)C=O (DMF), CC(C(=O)N)(Br)C (dimethylbromoacetamide), [H-].[Na+] (sodium hydride). Conditions: time 15 minute. The product is S(=O)(=O)(C1=CC=C(C)C=C1)N(CC(N(C)C)=O)C1=C(C(=O)C2=C(C=CC=C2)Cl)C=C(C=C1)Cl (2-[N-(Tosyl)-N-(dimethylcarbamoylmethyl)amino]-5,2'-dichlorobenzophenone). As a reaction SMILES: [Cl:1][C:2]1[CH:3]=[CH:4][C:5]([NH:17][S:18]([C:21]2[CH:27]=[CH:26][C:24]([CH3:25])=[CH:23][CH:22]=2)(=[O:20])=[O:19])=[C:6]([CH:16]=1)[C:7]([C:9]1[CH:14]=[CH:13][CH:12]=[CH:11][C:10]=1[Cl:15])=[O:8].[H-].[Na+].[CH3:30]C(C)(Br)C(N)=O.O.[CH3:38][N:39]([CH:41]=[O:42])[CH3:40]>>[S:18]([N:17]([C:5]1[CH:4]=[CH:3][C:2]([Cl:1])=[CH:16][C:6]=1[C:7]([C:9]1[CH:14]=[CH:13][CH:12]=[CH:11][C:10]=1[Cl:15])=[O:8])[CH2:30][C:41](=[O:42])[N:39]([CH3:40])[CH3:38])([C:21]1[CH:22]=[CH:23][C:24]([CH3:25])=[CH:26][CH:27]=1)(=[O:19])=[O:20] |f:1.2|. Procedure details: 8.4 g of 5,2'-dichloro-2-tosylaminobenzophenone are dissolved in 40 ml of DMF and treated with 0.7 g of 80% sodium hydride; after 15 minutes, 10 g of dimethylbromoacetamide, prepared in Example 1, are added and the mixture is stirred overnight at RT. The reaction medium is poured into water, the precipitate formed is filtered off and taken up with DCM and the solution is dried and concentrated. 9.2 g of the expected product are obtained after crystallization from isopropyl ether.